From a dataset of the Open Reaction Database (ORD), a public repository of structured organic reaction records. describe an organic reaction: reactants, conditions, products, and yield Reaction SMILES: [Cl:1][c:2]1[cH:3][c:4]([NH2:19])[cH:5][n:6][c:7]1[O:8][c:9]1[cH:10][n:11][c:12]2[cH:13][cH:14][cH:15][cH:16][c:17]2[cH:18]1.[F:20][c:21]1[cH:22][c:23]([S:28](=[O:29])(=[O:30])[Cl:31])[cH:24][cH:25][c:26]1[F:27]>>[Cl:1][c:2]1[cH:3][c:4]([NH:19][S:28]([c:23]2[cH:22][c:21]([F:20])[c:26]([F:27])[cH:25][cH:24]2)(=[O:29])=[O:30])[cH:5][n:6][c:7]1[O:8][c:9]1[cH:10][n:11][c:12]2[cH:13][cH:14][cH:15][cH:16][c:17]2[cH:18]1. Reactants: Nc1cnc(Oc2cnc3ccccc3c2)c(Cl)c1, O=S(=O)(Cl)c1ccc(F)c(F)c1. Yields the product O=S(=O)(Nc1cnc(Oc2cnc3ccccc3c2)c(Cl)c1)c1ccc(F)c(F)c1. The reactants are [Cl-].[NH4+] (ammonium chloride), COC([C@H](C(C)C)O)=O ((S)-2-hydroxy-3-methyl-butyric acid methyl ester), CC(COS(=O)(=O)C(F)(F)F)C=C (Trifluoro-methanesulfonic acid 2-methyl-but-3-enyl ester), C[Si](C)(C)[N-][Si](C)(C)C.[Na+] (Sodium bis(trimethylsilyl)amide). Run in O1CCCC1 (tetrahydrofuran). Conditions: temperature -10 celsius, time 10 minute. Product: COC([C@H](C(C)C)OCC(C=C)C)=O ((S)-3-Methyl-2-(2-methyl-but-3-enyloxy)-butyric acid methyl ester). Isolated yield 21.4%. RXN SMILES: [CH3:1][O:2][C:3](=[O:9])[C@@H:4]([OH:8])[CH:5]([CH3:7])[CH3:6].C[Si]([N-][Si](C)(C)C)(C)C.[Na+].[CH3:20][CH:21]([CH:31]=[CH2:32])[CH2:22]OS(C(F)(F)F)(=O)=O.[Cl-].[NH4+]>O1CCCC1>[CH3:1][O:2][C:3](=[O:9])[C@@H:4]([O:8][CH2:20][CH:21]([CH3:22])[CH:31]=[CH2:32])[CH:5]([CH3:7])[CH3:6] |f:1.2,4.5|. Reported procedure: A solution of (S)-2-hydroxy-3-methyl-butyric acid methyl ester (1.32 g, 10 mmol) in tetrahydrofuran (30 mL) was stirred at −10° C. under nitrogen. Sodium bis(trimethylsilyl)amide (6 mL, 12 mmol, 2 M in tetrahydrofuran) was added dropwise and the reaction mixture was stirred at −10° C. for 10 min. Trifluoro-methanesulfonic acid 2-methyl-but-3-enyl ester (2.18 g, 10 mmol) was added in one portion and the reaction mixture was stirred at room temperature for 2 h. Saturated ammonium chloride solution... Product: CCOC(=O)C1=C(c2ccccc2)c2cc3c(cc2C1=O)OCO3. RXN SMILES: [CH2:1]([CH3:2])[O:3][C:4](=[O:5])[C:6]1=[C:14]([c:15]2[cH:16][cH:17][cH:18][cH:19][cH:20]2)[c:13]2[c:8]([cH:9][c:10]3[c:11]([cH:12]2)[O:21][CH2:22][O:23]3)[CH2:7]1.[CH2:27]1[O:28][CH2:29][CH2:30][O:31][CH2:32]1.[Se:24](=[O:25])=[O:26]>>[CH2:1]([CH3:2])[O:3][C:4](=[O:5])[C:6]1=[C:14]([c:15]2[cH:16][cH:17][cH:18][cH:19][cH:20]2)[c:13]2[c:8]([cH:9][c:10]3[c:11]([cH:12]2)[O:21][CH2:22][O:23]3)[C:7]1=[O:25]. Starting materials: CCOC(=O)C1=C(c2ccccc2)c2cc3c(cc2C1)OCO3, C1COCCO1, O=[Se]=O. The reactants are C1CCOC1, CCO, CSc1cc(Oc2ccc([N+](=O)[O-])cc2)ncn1. Product: CSc1cc(Oc2ccc(N)cc2)ncn1. As a reaction SMILES: [CH2:22]1[O:23][CH2:24][CH2:25][CH2:26]1.[CH3:19][CH2:20][OH:21].[CH3:1][S:2][c:3]1[n:4][cH:5][n:6][c:7]([O:9][c:10]2[cH:11][cH:12][c:13]([N+:16]([O-:17])=[O:18])[cH:14][cH:15]2)[cH:8]1>>[CH3:1][S:2][c:3]1[n:4][cH:5][n:6][c:7]([O:9][c:10]2[cH:11][cH:12][c:13]([NH2:16])[cH:14][cH:15]2)[cH:8]1. The reactants are CCOc1cc(COC(C)=O)ncc1C, CCO, [Na+], [OH-]. As a reaction SMILES: [C:1](=[O:2])([CH3:3])[O:4][CH2:5][c:6]1[n:7][cH:8][c:9]([CH3:15])[c:10]([O:12][CH2:13][CH3:14])[cH:11]1.[CH3:18][CH2:19][OH:20].[Na+:17].[OH-:16]>>[OH:4][CH2:5][c:6]1[n:7][cH:8][c:9]([CH3:15])[c:10]([O:12][CH2:13][CH3:14])[cH:11]1. Product: CCOc1cc(CO)ncc1C.